This data is from the Open Reaction Database (ORD), a public repository of structured organic reaction records. The task is: describe an organic reaction: reactants, conditions, products, and yield The reactants are CON(C(\C=C\C1=CC(=CC=C1)OC)=O)C ((trans)-N-methoxy-N-methyl-3-(3-methoxyphenyl)-2-propenamide), CON(C(=O)[C@H]1[C@@H](C1)C1=CC(=CC=C1)OC)C ((trans)-N-Methoxy-N-methyl-2-(3-methoxyphenyl)cyclopropanecarboxamide), [H-].[Na+] (NaH), [I-].C[S+](=O)(C)C (trimethylsulfoxonium iodide), [NH4+].[Cl-] (NH4Cl). Solvent: CS(=O)C (DMSO), CS(=O)C (DMSO), C(C)(=O)OCC (ethyl acetate). Run at time 18 hour. Product: COC=1C=C(C=CC1)[C@H]1[C@@H](C1)CNC(CCC)=O ((trans)-N-[[2-(3-Methoxyphenyl)cyclopropyl]methyl] butanamide). RXN SMILES: CO[N:3]([CH3:17])[C:4]([C@@H:6]1[CH2:8][C@H:7]1[C:9]1[CH:14]=[CH:13][CH:12]=[C:11]([O:15][CH3:16])[CH:10]=1)=O.[H-].[Na+].[I-].C[S+](C)(C)=[O:23].CON(C)[C:29](=O)/[CH:30]=[CH:31]/C1C=CC=C(OC)C=1.[NH4+].[Cl-]>CS(C)=O.C(OCC)(=O)C>[CH3:16][O:15][C:11]1[CH:10]=[C:9]([C@@H:7]2[CH2:8][C@H:6]2[CH2:4][NH:3][C:17](=[O:23])[CH2:29][CH2:30][CH3:31])[CH:14]=[CH:13][CH:12]=1 |f:1.2,3.4,6.7|. Procedure: (trans)-N-Methoxy-N-methyl-2-(3-methoxyphenyl)cyclopropanecarboxamide: To a suspension of NaH (16.27 g, 0.68 mol) in DMSO (375 mL) was added solid trimethylsulfoxonium iodide (149.16 g, 0.68 mol) in small portions. After the foaming had subsided (40 min), a solution of (trans)-N-methoxy-N-methyl-3-(3-methoxyphenyl)-2-propenamide (50 g, 0.23 mol) in DMSO (50 mL) was added dropwise, maintaining the temperature between 35°-40° C. Stirring was continued for 18 h at room temperature, followed by the ... Starting materials: CC=1N=C(C(=NC1C)OC)NC(OC1=CC=CC=C1)=O (Phenyl N-(5,6-dimethyl-2-methoxypyrazin-3-yl)carbamate), CSC1=C(C=CC=C1)N1CCNCC1 (1-(2-methylthiophenyl)piperazine). Product: CC=1N=C(C(=NC1C)OC)NC(=O)N1CCN(CC1)C1=C(C=CC=C1)SC (1-[(5,6-Dimethyl-2-methoxypyrazin-3-yl)aminocarbonyl]-4-(2-methylthiophenyl)piperazine). Isolated yield 71.0%. As a reaction SMILES: [CH3:1][C:2]1[N:3]=[C:4]([NH:11][C:12](=[O:20])OC2C=CC=CC=2)[C:5]([O:9][CH3:10])=[N:6][C:7]=1[CH3:8].[CH3:21][S:22][C:23]1[CH:28]=[CH:27][CH:26]=[CH:25][C:24]=1[N:29]1[CH2:34][CH2:33][NH:32][CH2:31][CH2:30]1>>[CH3:1][C:2]1[N:3]=[C:4]([NH:11][C:12]([N:32]2[CH2:31][CH2:30][N:29]([C:24]3[CH:25]=[CH:26][CH:27]=[CH:28][C:23]=3[S:22][CH3:21])[CH2:34][CH2:33]2)=[O:20])[C:5]([O:9][CH3:10])=[N:6][C:7]=1[CH3:8]. Procedure details: Phenyl N-(5,6-dimethyl-2-methoxypyrazin-3-yl)carbamate and 1-(2-methylthiophenyl)piperazine were reacted by the same way with the example 1 to obtain the titled compound. Reactants: CCOC(=O)C(C)(C)CCCCOc1ccc(OCCCCCBr)cc1, CN(C)C=O, [H-], [Na+], Oc1ccccn1. The product is CCOC(=O)C(C)(C)CCCCOc1ccc(OCCCCCOc2ccccn2)cc1. As a reaction SMILES: [Br:10][CH2:11][CH2:12][CH2:13][CH2:14][CH2:15][O:16][c:17]1[cH:18][cH:19][c:20]([O:21][CH2:22][CH2:23][CH2:24][CH2:25][C:26]([C:27](=[O:28])[O:29][CH2:30][CH3:31])([CH3:32])[CH3:33])[cH:34][cH:35]1.[CH3:36][N:37]([CH3:38])[CH:39]=[O:40].[H-:1].[Na+:2].[OH:3][c:4]1[n:5][cH:6][cH:7][cH:8][cH:9]1>>[O:3]([c:4]1[n:5][cH:6][cH:7][cH:8][cH:9]1)[CH2:11][CH2:12][CH2:13][CH2:14][CH2:15][O:16][c:17]1[cH:18][cH:19][c:20]([O:21][CH2:22][CH2:23][CH2:24][CH2:25][C:26]([C:27](=[O:28])[O:29][CH2:30][CH3:31])([CH3:32])[CH3:33])[cH:34][cH:35]1. Starting materials: C(C)(=O)C1=C(NC2=CC(=CC=C12)C(=O)OC)CC (methyl 3-acetyl-2-ethylindole-6-carboxylate), ClC1=C(CBr)C=CC=C1 (2-chlorobenzyl bromide). The product is C(C)(=O)C1=C(N(C2=CC(=CC=C12)C(=O)OC)CC1=C(C=CC=C1)Cl)CC (Methyl 3-acetyl-1-(2-chlorobenzyl)-2-ethylindole-6-carboxylate). As a reaction SMILES: [C:1]([C:4]1[C:12]2[C:7](=[CH:8][C:9]([C:13]([O:15][CH3:16])=[O:14])=[CH:10][CH:11]=2)[NH:6][C:5]=1[CH2:17][CH3:18])(=[O:3])[CH3:2].[Cl:19][C:20]1[CH:27]=[CH:26][CH:25]=[CH:24][C:21]=1[CH2:22]Br>>[C:1]([C:4]1[C:12]2[C:7](=[CH:8][C:9]([C:13]([O:15][CH3:16])=[O:14])=[CH:10][CH:11]=2)[N:6]([CH2:22][C:21]2[CH:24]=[CH:25][CH:26]=[CH:27][C:20]=2[Cl:19])[C:5]=1[CH2:17][CH3:18])(=[O:3])[CH3:2]. Reported procedure: Methyl 3-acetyl-1-(2-chlorobenzyl)-2-ethylindole-6-carboxylate (170 mg) was prepared from methyl 3-acetyl-2-ethylindole-6-carboxylate (100 mg) and 2-chlorobenzyl bromide (0.06 ml) in a similar manner to that of Example 1. Reactants: CN(C)c1ccncc1, COc1cc2nccc(Cl)c2cc1OC, Clc1ccccc1Cl, COC(=O)CCCCCCC(=O)c1cc(C)ccc1O. The product is COC(=O)CCCCCCC(=O)c1cc(C)ccc1Oc1ccnc2cc(OC)c(OC)cc12. RXN SMILES: [CH3:36][N:37]([CH3:38])[c:39]1[cH:40][cH:41][n:42][cH:43][cH:44]1.[Cl:21][c:22]1[cH:23][cH:24][n:25][c:26]2[cH:27][c:28]([O:34][CH3:35])[c:29]([O:32][CH3:33])[cH:30][c:31]12.[Cl:45][c:46]1[cH:47][cH:48][cH:49][cH:50][c:51]1[Cl:52].[OH:1][c:2]1[c:3]([C:9]([CH2:10][CH2:11][CH2:12][CH2:13][CH2:14][CH2:15][C:16](=[O:17])[O:18][CH3:19])=[O:20])[cH:4][c:5]([CH3:8])[cH:6][cH:7]1>>[O:1]([c:2]1[c:3]([C:9]([CH2:10][CH2:11][CH2:12][CH2:13][CH2:14][CH2:15][C:16](=[O:17])[O:18][CH3:19])=[O:20])[cH:4][c:5]([CH3:8])[cH:6][cH:7]1)[c:22]1[cH:23][cH:24][n:25][c:26]2[cH:27][c:28]([O:34][CH3:35])[c:29]([O:32][CH3:33])[cH:30][c:31]12.